This data is from the Open Reaction Database (ORD), a public repository of structured organic reaction records. The task is: describe an organic reaction: reactants, conditions, products, and yield Starting materials: ClC=1SC(=CN1)CNC (2-chloro-N-methyl-5-thiazolemethanamine), CSC(N[N+](=O)[O-])=N (S-methyl-N-nitroisothiourea). The solvent is C(C)O (ethanol). Product: ClC=1SC(=CN1)CN(C(=N)N[N+](=O)[O-])C (N-[(2-chloro-5-thiazolyl)methyl]-N-methyl-N'-nitroguanidine). Yield: 47.9%. Reaction SMILES: [Cl:1][C:2]1[S:3][C:4]([CH2:7][NH:8][CH3:9])=[CH:5][N:6]=1.CS[C:12](=[NH:17])[NH:13][N+:14]([O-:16])=[O:15]>C(O)C>[Cl:1][C:2]1[S:3][C:4]([CH2:7][N:8]([CH3:9])[C:12]([NH:13][N+:14]([O-:16])=[O:15])=[NH:17])=[CH:5][N:6]=1. Procedure details: A mixture of 1.50 g of 2-chloro-N-methyl-5-thiazolemethanamine, 1.13 g of S-methyl-N-nitroisothiourea and 6 ml of ethanol was heated under reflux for 6 hours. After cooling, the reaction mixture was concentrated under reduced pressure and the residue was purified by silica gel column chromatography (Solvent: Chloroform/Methanol=20/1) to obtain 1.00 g of the title compound as crystals. This compound is No. 6 in Table 1. m.p.: 116.0°-117.0° C. Starting materials: O (Water), ClC(CC(OCC)Cl)(Cl)Cl (1,1,1,3-tetrachloro-3-ethoxypropane), FC(C=1C=C(C=CC1)O)(F)F (3-trifluoromethylphenol), C([O-])([O-])=O.[K+].[K+] (potassium carbonate), [N+](=O)(O)[O-].CC1=NN(C(=C1)C)C(=N)N (3,5-dimethylpyrazole-1-carboxamidine nitrate), ClC(=CC=O)Cl (3,3-dichloroacrolein). The reagents and catalysts are [N+](=O)(O)[O-].CC1=NN(C(=C1)C)C(=N)N (3,5-dimethylpyrazole-1-carboxamidine nitrate). Run in C(OC)COC (dimethoxyethane), C(OC)COC (dimethoxyethane). Reaction conditions: temperature 90 celsius, time 2 hour. The product is FC(C=1C=C(OC2=NC(=NC=C2)N2N=C(C=C2C)C)C=CC1)(F)F (4-(3-trifluoromethylphenoxy)-2-(3,5-dimethylpyrazol-1-yl)-pyrimidine). Isolated yield 65.8%. As a reaction SMILES: O.Cl[C:3](Cl)(Cl)[CH2:4][CH:5](Cl)OCC.[N+]([O-])(O)=O.[CH3:16][C:17]1[CH:21]=[C:20]([CH3:22])[N:19]([C:23]([NH2:25])=[NH:24])[N:18]=1.[F:26][C:27]([F:36])([F:35])[C:28]1[CH:29]=[C:30]([OH:34])[CH:31]=[CH:32][CH:33]=1.C(=O)([O-])[O-].[K+].[K+].ClC(Cl)=CC=O>C(COC)OC.[N+]([O-])(O)=O.CC1C=C(C)N(C(N)=N)N=1>[F:26][C:27]([F:35])([F:36])[C:28]1[CH:29]=[C:30]([CH:31]=[CH:32][CH:33]=1)[O:34][C:3]1[CH:4]=[CH:5][N:25]=[C:23]([N:19]2[C:20]([CH3:22])=[CH:21][C:17]([CH3:16])=[N:18]2)[N:24]=1 |f:2.3,5.6.7,10.11|. Procedure: Water (20 mmoles) is added to a solution of 1,1,1,3-tetrachloro-3-ethoxypropane (10 mmoles) in dimethoxyethane (25 ml). The mixture is stirred for 2 h at 90° C. The resulting mixture is slowly added to a mixture consisting of a 3,5-dimethylpyrazole-1-carboxamidine nitrate (10 mmoles), 3-trifluoromethylphenol (10 mmoles), potassium carbonate (60 mmoles) and dimethoxyethane (50 ml), which is stirred under reflux. When the addition of 3,3-dichloroacrolein solution is completed additional 3,5-dimeth... Starting materials: N1CCC(CC1)N1C(NC2=NC=CC=C21)=O (1-piperidin-4-yl-1,3-dihydro-imidazo[4,5-b]pyridin-2-one), ClC1=CC(=NC=N1)C(=O)C1=CC2=C(N(C(O2)=O)C)C=C1 (6-(6-chloro-pyrimidine-4-carbonyl)-3-methyl-3H-benzoxazol-2-one), CCN(C(C)C)C(C)C (DIPEA). The solvent is CN(C)C=O (DMF), C(C)#N.O (acetonitrile water). Run at time 8 hour. Product: CN1C(OC2=C1C=CC(=C2)C(=O)C2=CC(=NC=N2)N2CCC(CC2)N2C(NC1=NC=CC=C12)=O)=O (1-{1-[6-(3-methyl-2-oxo-2,3-dihydro-benzoxazole-6-carbonyl)-pyrimidin-4-yl]-piperidin-4-yl}-1,3-dihydro-imidazo[4,5-b]pyridin-2-one). RXN SMILES: [NH:1]1[CH2:6][CH2:5][CH:4]([N:7]2[C:15]3[C:10](=[N:11][CH:12]=[CH:13][CH:14]=3)[NH:9][C:8]2=[O:16])[CH2:3][CH2:2]1.Cl[C:18]1[N:23]=[CH:22][N:21]=[C:20]([C:24]([C:26]2[CH:36]=[CH:35][C:29]3[N:30]([CH3:34])[C:31](=[O:33])[O:32][C:28]=3[CH:27]=2)=[O:25])[CH:19]=1.CCN(C(C)C)C(C)C>CN(C=O)C.C(#N)C.O>[CH3:34][N:30]1[C:29]2[CH:35]=[CH:36][C:26]([C:24]([C:20]3[N:21]=[CH:22][N:23]=[C:18]([N:1]4[CH2:2][CH2:3][CH:4]([N:7]5[C:15]6[C:10](=[N:11][CH:12]=[CH:13][CH:14]=6)[NH:9][C:8]5=[O:16])[CH2:5][CH2:6]4)[CH:19]=3)=[O:25])=[CH:27][C:28]=2[O:32][C:31]1=[O:33] |f:4.5|. Procedure: 78 mg (0.40 mmol) 1-piperidin-4-yl-1,3-dihydro-imidazo[4,5-b]pyridin-2-one, 0.10 g (0.40 mmol) 6-(6-chloro-pyrimidine-4-carbonyl)-3-methyl-3H-benzoxazol-2-one and 0.070 mL (0.40 mmol) DIPEA were combined in 2 mL DMF and shaken overnight at RT. The mixture was diluted with acetonitrile/water and purified by preparative HPLC-MS. The fractions containing the product were combined and freeze-dried. Starting materials: CN(C)P(N(C)C)N(C)C (tris-dimethylaminophosphine), C(C)OP(OCC)(=O)C(Cl)(Cl)Cl (trichloromethanephosphonic acid diethyl ester), C(C)OC(=O)C1C(C1C=O)(C)C (3-formyl-2,2-dimethyl-cyclopropane-1-carboxylic acid ethyl ester). Run in O (water). Run at temperature 90 celsius. The product is C(C)OC(=O)C1C(C1C=C(Cl)Cl)(C)C (3-(2,2-Dichloro-vinyl)-2,2-dimethyl-cyclopropane-1-carboxylic acid ethyl ester). Yield: 88.0%. RXN SMILES: CN(P(N(C)C)N(C)C)C.C(OP([C:19]([Cl:22])([Cl:21])Cl)(=O)OCC)C.[CH2:23]([O:25][C:26]([CH:28]1[CH:30]([CH:31]=O)[C:29]1([CH3:34])[CH3:33])=[O:27])[CH3:24]>O>[CH2:23]([O:25][C:26]([CH:28]1[CH:30]([CH:31]=[C:19]([Cl:21])[Cl:22])[C:29]1([CH3:33])[CH3:34])=[O:27])[CH3:24]. Procedure details: 16.3 g (0.1 mole) of tris-dimethylaminophosphine were added dropwise to a mixture of 25.5 g (0.1 mole) of trichloromethanephosphonic acid diethyl ester and 17.2 g (0.1 mole) of 3-formyl-2,2-dimethyl-cyclopropane-1-carboxylic acid ethyl ester at a temperature of 40° C. The reaction mixture was then warmed to 90° C. for 3 to 4 hours. It was subsequently cooled and poured into 200 ml of water. This suspension was extracted twice with 100 ml of methylene chloride each time. The combined extracts wer...